From a dataset of the Open Reaction Database (ORD), a public repository of structured organic reaction records. describe an organic reaction: reactants, conditions, products, and yield The reactants are BrB(Br)Br, CO, ClCCl, COc1ccc(F)cc1C(C)(C)CC(O)(CNc1cccc2nc(CO)ccc12)C(F)(F)F. The product is CC(C)(CC(O)(CNc1cccc2nc(CO)ccc12)C(F)(F)F)c1cc(F)ccc1O. As a reaction SMILES: [B:34]([Br:35])([Br:36])[Br:37].[CH3:38][OH:39].[Cl:40][CH2:41][Cl:42].[F:1][c:2]1[cH:3][cH:4][c:5]([O:32][CH3:33])[c:6]([C:8]([CH2:9][C:10]([CH2:11][NH:12][c:13]2[c:14]3[cH:15][cH:16][c:17]([CH2:23][OH:24])[n:18][c:19]3[cH:20][cH:21][cH:22]2)([OH:25])[C:26]([F:27])([F:28])[F:29])([CH3:30])[CH3:31])[cH:7]1>>[F:1][c:2]1[cH:3][cH:4][c:5]([OH:32])[c:6]([C:8]([CH2:9][C:10]([CH2:11][NH:12][c:13]2[c:14]3[cH:15][cH:16][c:17]([CH2:23][OH:24])[n:18][c:19]3[cH:20][cH:21][cH:22]2)([OH:25])[C:26]([F:27])([F:28])[F:29])([CH3:30])[CH3:31])[cH:7]1. Reactants: CC(C)(C)c1ccc(Oc2ccc3cc(C(=O)O)ncc3c2)cc1, COC(=O)C(N)Cc1ccc(Br)cc1. Product: COC(=O)C(Cc1ccc(Br)cc1)NC(=O)c1cc2ccc(Oc3ccc(C(C)(C)C)cc3)cc2cn1. As a reaction SMILES: [C:1]([CH3:2])([CH3:3])([CH3:4])[c:5]1[cH:6][cH:7][c:8]([O:9][c:10]2[cH:11][cH:12][c:13]3[cH:14][c:15]([C:20](=[O:21])[OH:22])[n:16][cH:17][c:18]3[cH:19]2)[cH:23][cH:24]1.[CH3:25][O:26][C:27]([CH:28]([CH2:29][c:30]1[cH:31][cH:32][c:33]([Br:36])[cH:34][cH:35]1)[NH2:37])=[O:38]>>[C:1]([CH3:2])([CH3:3])([CH3:4])[c:5]1[cH:6][cH:7][c:8]([O:9][c:10]2[cH:11][cH:12][c:13]3[cH:14][c:15]([C:20](=[O:21])[NH:37][CH:28]([C:27]([O:26][CH3:25])=[O:38])[CH2:29][c:30]4[cH:31][cH:32][c:33]([Br:36])[cH:34][cH:35]4)[n:16][cH:17][c:18]3[cH:19]2)[cH:23][cH:24]1. Starting materials: [Mg+2].[Br-].[Br-] (MgBr2), [Li]C(C)CC (s-BuLi), C1CCCCC1 (cyclohexane), C(C)NC(=O)C1=CC=CC2=CC=CC=C12 (N-ethyl-1-naphthalenecarboxamide), CN(C)CCN(C)C (TMEDA), C(C1=CC=CC=C1)(=O)OOOC(C)(C)C (t-butylperoxy benzoate), CCOCC (Et2O). The solvent is C1CCOC1 (THF). Run at time 30 minute. Yields the product CC(C)(OC1=C(C2=CC=CC=C2C=C1)C(=O)NCC)C (2-(1,1-Dimethylethoxy)-N-ethyl-1-naphthalenecarboxamide). Isolated yield 31.3%. RXN SMILES: [Li]C(CC)C.C1CCCCC1.[CH2:12]([NH:14][C:15]([C:17]1[C:26]2[C:21](=[CH:22][CH:23]=[CH:24][CH:25]=2)[CH:20]=[CH:19][CH:18]=1)=[O:16])[CH3:13].CN(CCN(C)C)C.[Mg+2].[Br-].[Br-].CCOCC.C(OO[O:53][C:54]([CH3:57])([CH3:56])[CH3:55])(=O)C1C=CC=CC=1>C1COCC1>[CH3:55][C:54]([CH3:57])([O:53][C:18]1[CH:19]=[CH:20][C:21]2[C:26](=[CH:25][CH:24]=[CH:23][CH:22]=2)[C:17]=1[C:15]([NH:14][CH2:12][CH3:13])=[O:16])[CH3:56] |f:4.5.6|. Reported procedure: A solution of 1.3M s-BuLi in cyclohexane (34 mL, 44 mmol) was added dropwise to a -78° C. cooled solution of N-ethyl-1-naphthalenecarboxamide (20 mmol) and TMEDA (6.0 mL, 40 mmol) in THF (100 mL). After 30 min, MgBr2.Et2O (15.5 g, 60 mmol) was added portion wise, and the reaction was briefly warmed to ambient temperature then was recooled to -78° C. After 1 h at -78° C., t-butylperoxy benzoate (4.3 g, 22 mmol) was added. The resulting reaction was warmed to -30° C. and worked up in the usual man... Product: Cc1oc(-c2ccccc2)nc1CCOc1ccc(CC(C(N)=O)C(=O)O)cc1. The reactants are COC(=O)C(Cc1ccc(OCCc2nc(-c3ccccc3)oc2C)cc1)C(N)=O, CO, [Na+], C1CCOC1, [OH-]. RXN SMILES: [C:1]([NH2:2])(=[O:3])[CH:4]([C:5](=[O:6])[O:7][CH3:8])[CH2:9][c:10]1[cH:11][cH:12][c:13]([O:16][CH2:17][CH2:18][c:19]2[n:20][c:21](-[c:25]3[cH:26][cH:27][cH:28][cH:29][cH:30]3)[o:22][c:23]2[CH3:24])[cH:14][cH:15]1.[CH3:33][OH:34].[Na+:32].[O:35]1[CH2:36][CH2:37][CH2:38][CH2:39]1.[OH-:31]>>[C:1]([NH2:2])(=[O:3])[CH:4]([C:5](=[O:6])[OH:7])[CH2:9][c:10]1[cH:11][cH:12][c:13]([O:16][CH2:17][CH2:18][c:19]2[n:20][c:21](-[c:25]3[cH:26][cH:27][cH:28][cH:29][cH:30]3)[o:22][c:23]2[CH3:24])[cH:14][cH:15]1. The reactants are N#Cc1ncccc1C(=O)[O-], ON=Cc1ccc(Cl)cc1, O=C(Cl)C(=O)Cl, ClCCl, [K+], c1ccncc1. Yields the product N#Cc1ncccc1C(=O)ON=Cc1ccc(Cl)cc1. As a reaction SMILES: [C:7](#[N:8])[c:9]1[c:10]([C:11](=[O:12])[O-:13])[cH:14][cH:15][cH:16][n:17]1.[Cl:19][c:20]1[cH:21][cH:22][c:23]([CH:24]=[N:25][OH:26])[cH:27][cH:28]1.[Cl:1][C:2]([C:3]([Cl:4])=[O:5])=[O:6].[Cl:35][CH2:36][Cl:37].[K+:18].[cH:29]1[cH:30][cH:31][n:32][cH:33][cH:34]1>>[C:7](#[N:8])[c:9]1[c:10]([C:11](=[O:12])[O:13][N:25]=[CH:24][c:23]2[cH:22][cH:21][c:20]([Cl:19])[cH:28][cH:27]2)[cH:14][cH:15][cH:16][n:17]1. Starting materials: Cl.ClC1=CC=C(C=C1)C1=CC=C(S1)S(=O)(=O)N1CC(N(CC1)CC1CCNCC1)=O (4-[5-(4-chlorophenyl)-2-thiophenesulfonyl]-1-(piperidin-4-ylmethyl)-2-piperazinone hydrochloride), Cl.ClC1=NC=CC=C1 (chloropyridine hydrochloride), C([O-])(O)=O.[Na+] (sodium bicarbonate). Conditions: temperature 130 celsius, time 15 hour. Yields the product ClC1=CC=C(C=C1)C1=CC=C(S1)S(=O)(=O)N1CC(N(CC1)CC1CCN(CC1)C1=CC=NC=C1)=O (4-[5-(4-chlorophenyl)-2-thiophenesulfonyl]-1-[1-(4-pyridyl)piperidin-4-ylmethyl]-2-piperazinone). As a reaction SMILES: Cl.[Cl:2][C:3]1[CH:8]=[CH:7][C:6]([C:9]2[S:13][C:12]([S:14]([N:17]3[CH2:22][CH2:21][N:20]([CH2:23][CH:24]4[CH2:29][CH2:28][NH:27][CH2:26][CH2:25]4)[C:19](=[O:30])[CH2:18]3)(=[O:16])=[O:15])=[CH:11][CH:10]=2)=[CH:5][CH:4]=1.Cl.Cl[C:33]1[CH:38]=[CH:37][CH:36]=[CH:35][N:34]=1.C(=O)(O)[O-].[Na+]>>[Cl:2][C:3]1[CH:8]=[CH:7][C:6]([C:9]2[S:13][C:12]([S:14]([N:17]3[CH2:22][CH2:21][N:20]([CH2:23][CH:24]4[CH2:29][CH2:28][N:27]([C:37]5[CH:36]=[CH:35][N:34]=[CH:33][CH:38]=5)[CH2:26][CH2:25]4)[C:19](=[O:30])[CH2:18]3)(=[O:16])=[O:15])=[CH:11][CH:10]=2)=[CH:5][CH:4]=1 |f:0.1,2.3,4.5|. Procedure details: To 1-[1-(tert-butoxycarbonyl)piperidin-4-ylmethyl]-4-[5-(4-chlorophenyl)-2-thiophenesulfonyl]-2-piperazinone (115 mg) were added 4N hydrochloric acid in ethyl acetate (10 ml) and methanol (4 ml), and the mixture was stirred at room temperature for 30 minutes. The reaction solution was concentrated to give crude crystals of 4-[5-(4-chlorophenyl)-2-thiophenesulfonyl]-1-(piperidin-4-ylmethyl)-2-piperazinone hydrochloride. A mixture of the obtained 4-[5-(4-chlorophenyl)-2-thiophenesulfonyl]-1-(piper... RXN SMILES: [C:3]([CH3:4])([CH3:5])([CH3:6])[O:7][C:8](=[O:9])[N:10]1[CH2:11][CH2:12][N:13]([c:17]2[cH:18][c:19]([NH:33][S:34](=[O:35])(=[O:36])[CH3:37])[c:20]([NH:23][S:24](=[O:25])(=[O:26])[c:27]3[cH:28][cH:29][cH:30][cH:31][cH:32]3)[cH:21][cH:22]2)[CH2:14][CH2:15][CH2:16]1.[CH3:1][I:2].[CH3:44][C:45](=[O:46])[CH3:47].[K+:38].[K+:39].[O-:40][C:41]([O-:42])=[O:43]>>[C:3]([CH3:4])([CH3:5])([CH3:6])[O:7][C:8](=[O:9])[N:10]1[CH2:11][CH2:12][N:13]([c:17]2[cH:18][c:19]([N:33]([S:34](=[O:35])(=[O:36])[CH3:37])[CH3:41])[c:20]([NH:23][S:24](=[O:25])(=[O:26])[c:27]3[cH:28][cH:29][cH:30][cH:31][cH:32]3)[cH:21][cH:22]2)[CH2:14][CH2:15][CH2:16]1. The product is CN(c1cc(N2CCCN(C(=O)OC(C)(C)C)CC2)ccc1NS(=O)(=O)c1ccccc1)S(C)(=O)=O. The reactants are CC(C)(C)OC(=O)N1CCCN(c2ccc(NS(=O)(=O)c3ccccc3)c(NS(C)(=O)=O)c2)CC1, CI, CC(C)=O, [K+], [K+], O=C([O-])[O-]. The reactants are Cc1ccc(Br)nc1, O=C1CCC(=O)N1Br, ClC(Cl)(Cl)Cl, CC(C)(C#N)N=NC(C)(C)C#N. Product: BrCc1ccc(Br)nc1. RXN SMILES: [Br:1][c:2]1[n:3][cH:4][c:5]([CH3:8])[cH:6][cH:7]1.[Br:9][N:10]1[C:11](=[O:12])[CH2:13][CH2:14][C:15]1=[O:16].[C:29]([Cl:30])([Cl:31])([Cl:32])[Cl:33].[N:17]#[C:18][C:19]([N:20]=[N:21][C:22]([C:23]#[N:24])([CH3:25])[CH3:26])([CH3:27])[CH3:28]>>[Br:1][c:2]1[n:3][cH:4][c:5]([CH2:8][Br:9])[cH:6][cH:7]1. The reactants are CC1(C=CC(C2CN(CC12)C(=O)OC=C)=O)C ((3aRS,7aRS)-7,7-dimethyl-2-vinyloxycarbonyl-2,3,3a,4,7,7a-hexahydro-1H-4-isoindolone), Cl (hydrochloric acid). Product: Cl.CC1(C=CC(C2CNCC12)=O)C ((3aRS,7aRS)7,7-dimethyl-2,3,3a,4,7,7a-hexahydro-1H-4-isoindolone hydrochloride). Reaction SMILES: [CH3:1][C:2]1([CH3:17])[CH:10]2[CH:6]([CH2:7][N:8](C(OC=C)=O)[CH2:9]2)[C:5](=[O:16])[CH:4]=[CH:3]1.[ClH:18]>>[ClH:18].[CH3:1][C:2]1([CH3:17])[CH:10]2[CH:6]([CH2:7][NH:8][CH2:9]2)[C:5](=[O:16])[CH:4]=[CH:3]1 |f:2.3|. Reported procedure: A solution of 5.83 g of (3aRS,7aRS)-7,7-dimethyl-2-vinyloxycarbonyl-2,3,3a,4,7,7a-hexahydro-1H-4-isoindolone in 80 cm3 of hydrochloric acid-saturated dioxane is stirred at room temperature for 1 hour and then concentrated to dryness under reduced pressure (2.5 kPa). The residue is dissolved in 150 cm3 of ethanol and the solution is brought to reflux for 1 hour 30 minutes and is then concentrated to dryness under reduced pressure (2.5 kPa). 5.2 g of (3aRS,7aRS)7,7-dimethyl-2,3,3a,4,7,7a-hexahydro... Reactants: C(=O)C(C(=O)C1=CC=C(C=C1)OC)C (2-formyl-4′-methoxypropiophenone), O.NN (hydrazine hydrate). Run in C(C)O (ethanol). Run at time 1 hour. Yields the product COC1=CC=C(C=C1)C1=NNC=C1C (3-(4′-methoxyphenyl)-4-methylpyrazole). Yield: 88.0%. Reaction SMILES: [CH:1]([CH:3]([CH3:14])[C:4]([C:6]1[CH:11]=[CH:10][C:9]([O:12][CH3:13])=[CH:8][CH:7]=1)=O)=O.O.[NH2:16][NH2:17]>C(O)C>[CH3:13][O:12][C:9]1[CH:10]=[CH:11][C:6]([C:4]2[C:3]([CH3:14])=[CH:1][NH:17][N:16]=2)=[CH:7][CH:8]=1 |f:1.2|. Procedure details: 9.8 g (51.0 mmol) of the 2-formyl-4′-methoxypropiophenone synthesized in Step 1 was dissolved in 150 ml of ethanol. At room temperature, 3.8 g (61.2 mmol) of 80% hydrazine hydrate was dropwise added to the solution, followed by stirring at the same temperature for 1 hour and further by heating under reflux for 2 hours. After reaction had been completed, the reaction mixture was cooled to room temperature and the solvent was distilled away. As a result, 8.4 g (44.9 mmol) of 3-(4′-methoxyphenyl)-4...